This data is from the Open Reaction Database (ORD), a public repository of structured organic reaction records. The task is: describe an organic reaction: reactants, conditions, products, and yield The reactants are CO, O=C[O-], Nc1ncc(-c2ccc(C3(c4noc(-c5cc([N+](=O)[O-])n[nH]5)n4)CCC3)cn2)cn1, [NH4+]. The product is Nc1ncc(-c2ccc(C3(c4noc(-c5cc(N)[nH]n5)n4)CCC3)cn2)cn1. As a reaction SMILES: [CH3:35][OH:36].[CH:31]([O-:32])=[O:33].[N+:1]([O-:2])(=[O:3])[c:4]1[cH:5][c:6](-[c:9]2[n:10][c:11]([C:14]3([c:18]4[cH:19][cH:20][c:21](-[c:24]5[cH:25][n:26][c:27]([NH2:30])[n:28][cH:29]5)[n:22][cH:23]4)[CH2:15][CH2:16][CH2:17]3)[n:12][o:13]2)[nH:7][n:8]1.[NH4+:34]>>[NH2:1][c:4]1[cH:5][c:6](-[c:9]2[n:10][c:11]([C:14]3([c:18]4[cH:19][cH:20][c:21](-[c:24]5[cH:25][n:26][c:27]([NH2:30])[n:28][cH:29]5)[n:22][cH:23]4)[CH2:15][CH2:16][CH2:17]3)[n:12][o:13]2)[n:7][nH:8]1. Starting materials: CCCP(=O)(O)O, Cn1ncc(C(=O)O)c1C(=O)Nc1ccn2nc(-c3ccccc3)nc2c1, CCN(C(C)C)C(C)C, Cl, NC1CCOC1, C1CCOC1. The product is Cn1ncc(C(=O)NC2CCOC2)c1C(=O)Nc1ccn2nc(-c3ccccc3)nc2c1. As a reaction SMILES: [CH2:44]([P:45]([OH:46])([OH:47])=[O:48])[CH2:49][CH3:50].[CH3:1][n:2]1[n:3][cH:4][c:5]([C:25](=[O:26])[OH:27])[c:6]1[C:7]([NH:8][c:9]1[cH:10][c:11]2[n:12]([cH:13][cH:14]1)[n:15][c:16](-[c:18]1[cH:19][cH:20][cH:21][cH:22][cH:23]1)[n:17]2)=[O:24].[CH:35]([N:36]([CH:37]([CH3:38])[CH3:39])[CH2:40][CH3:41])([CH3:42])[CH3:43].[ClH:28].[O:29]1[CH2:30][CH:31]([NH2:34])[CH2:32][CH2:33]1.[O:51]1[CH2:52][CH2:53][CH2:54][CH2:55]1>>[CH3:1][n:2]1[n:3][cH:4][c:5]([C:25](=[O:26])[NH:34][CH:31]2[CH2:30][O:29][CH2:33][CH2:32]2)[c:6]1[C:7]([NH:8][c:9]1[cH:10][c:11]2[n:12]([cH:13][cH:14]1)[n:15][c:16](-[c:18]1[cH:19][cH:20][cH:21][cH:22][cH:23]1)[n:17]2)=[O:24]. The reactants are C(C)(=O)O[C@@H]1[C@H](O[C@H](C1)N1C=C(C2=C1N=CN=C2CCC2=CC=CC=C2)C#C[Si](C)(C)C)COS(=O)(=O)N ((2R,3S,5R)-2-{[(aminosulfonyl)oxy]methyl}-5-{4-(2-phenylethyl)-5-[(trimethylsilyl)ethynyl]-7H-pyrrolo[2,3-d]pyrimidin-7-yl}tetrahydrofuran-3-yl acetate), C(=O)([O-])[O-].[K+].[K+] (K2CO3). The solvent is C(Cl)Cl (CH2Cl2), CO (MeOH). Reaction conditions: time 2 hour. The product is S(N)(OC[C@H]1O[C@H](C[C@@H]1O)N1C=C(C2=C1N=CN=C2CCC2=CC=CC=C2)C#C)(=O)=O ({(2R,3S,5R)-5-[5-Ethynyl-4-(2-phenylethyl)-7H-pyrrolo[2,3-d]pyrimidin-7-yl]-3-hydroxytetrahydrofuran-2-yl}methyl sulfamate). Yield: 62.3%. As a reaction SMILES: C([O:4][C@H:5]1[CH2:9][C@H:8]([N:10]2[C:14]3[N:15]=[CH:16][N:17]=[C:18]([CH2:19][CH2:20][C:21]4[CH:26]=[CH:25][CH:24]=[CH:23][CH:22]=4)[C:13]=3[C:12]([C:27]#[C:28][Si](C)(C)C)=[CH:11]2)[O:7][C@@H:6]1[CH2:33][O:34][S:35]([NH2:38])(=[O:37])=[O:36])(=O)C.C([O-])([O-])=O.[K+].[K+]>CO.C(Cl)Cl>[S:35](=[O:36])(=[O:37])([O:34][CH2:33][C@@H:6]1[C@@H:5]([OH:4])[CH2:9][C@H:8]([N:10]2[C:14]3[N:15]=[CH:16][N:17]=[C:18]([CH2:19][CH2:20][C:21]4[CH:26]=[CH:25][CH:24]=[CH:23][CH:22]=4)[C:13]=3[C:12]([C:27]#[CH:28])=[CH:11]2)[O:7]1)[NH2:38] |f:1.2.3|. Procedure: To a solution of (2R,3S,5R)-2-{[(aminosulfonyl)oxy]methyl}-5-{4-(2-phenylethyl)-5-[(trimethylsilyl)ethynyl]-7H-pyrrolo[2,3-d]pyrimidin-7-yl}tetrahydrofuran-3-yl acetate (0.254 g, 0.457 mmol) in MeOH (5 mL) at r.t. was added K2CO3 (0.168 g, 1.22 mmol) and the mixture was stirred for 2 h. The reaction mixture was diluted with CH2Cl2, washed with saturated aq NaHCO3 dried over MgSO4, filtered, and concentrated. The residue was purified by flash chromatography (0 to 10% MeOH/DCM) to give the title c... Reactants: ICC1=CC=C(C=C1)C1=CC=CC=C1 (4-iodomethylbiphenyl), [Si](C)(C)(C(C)(C)C)OCCC[C@@H]1[C@H](OC[C@@H]1O)C=1C=NC=CC1 ((2S,3S,4R)-3-(3-t-butyldimethylsilyloxyprop-1-yl)-4-hydroxy-2-(3-pyridyl)tetrahydrofurane), suspension, [H-].[K+] (potassium hydride), [Cl-].[NH4+] (ammonium chloride). Run in O1CCCC1 (tetrahydrofurane), petroleum ether, O1CCCC1 (tetrahydrofuran). Reaction conditions: temperature -15 celsius. Yields the product C1(=CC=C(C=C1)CO[C@@H]1[C@H]([C@H](OC1)C=1C=NC=CC1)CCCO[Si](C)(C)C(C)(C)C)C1=CC=CC=C1 ((2S,3S,4R)-4-(biphenyl-4-ylmethoxy)-3-(3-t-butyldimethylsilyloxyprop-1-yl)-2 -(3-pyridyl)tetrahydrofuran). RXN SMILES: [H-].[K+].[Si:3]([O:10][CH2:11][CH2:12][CH2:13][C@H:14]1[C@@H:18]([OH:19])[CH2:17][O:16][C@@H:15]1[C:20]1[CH:21]=[N:22][CH:23]=[CH:24][CH:25]=1)([C:6]([CH3:9])([CH3:8])[CH3:7])([CH3:5])[CH3:4].I[CH2:27][C:28]1[CH:33]=[CH:32][C:31]([C:34]2[CH:39]=[CH:38][CH:37]=[CH:36][CH:35]=2)=[CH:30][CH:29]=1.[Cl-].[NH4+]>O1CCCC1>[C:31]1([C:34]2[CH:35]=[CH:36][CH:37]=[CH:38][CH:39]=2)[CH:30]=[CH:29][C:28]([CH2:27][O:19][C@H:18]2[CH2:17][O:16][C@H:15]([C:20]3[CH:21]=[N:22][CH:23]=[CH:24][CH:25]=3)[C@@H:14]2[CH2:13][CH2:12][CH2:11][O:10][Si:3]([C:6]([CH3:9])([CH3:7])[CH3:8])([CH3:5])[CH3:4])=[CH:33][CH:32]=1 |f:0.1,4.5|. Procedure details: A 0.694 g (0.00346 mole) suspension of 20% potassium hydride in mineral oil is washed twice with petroleum ether and resuspended in 5 ml of tetrahydrofuran. The suspension is cooled with stirring at -15 ° C. and a solution of 1.169 g (0.00346 mole) of (2S,3S,4R)-3-(3-t-butyldimethylsilyloxyprop-1-yl)-4-hydroxy-2-(3-pyridyl)tetrahydrofurane in 10 ml of tetrahydrofurane is added dropwise. After stirring the mixture for 2 min, 1.37 g (0.00346 mole) of 4-iodomethylbiphenyl is added at once and the m... Starting materials: N1(CCNCC1)C1=NC=CC=N1 (2-piperazin-1-yl-pyrimidine), C(C1=CC=CC=C1)(C1=CC=CC=C1)N1CC(C1)OS(=O)(=O)C (methanesulfonic acid 1-benzhydryl-azetidin-3-yl ester), CCN(C(C)C)C(C)C (DIPEA). Solvent: CC#N (CH3CN). Yields the product C(C1=CC=CC=C1)(C1=CC=CC=C1)N1CC(C1)C1N(CCNC1)C1=NC=NC=C1 (4-(1-benzhydryl-azetidin-3-yl-piperazin-1-yl]-pyrimidine). Reaction SMILES: [N:1]1([C:7]2[N:12]=[CH:11]C=CN=2)[CH2:6][CH2:5][NH:4][CH2:3][CH2:2]1.[CH:13]([N:26]1[CH2:29][CH:28](OS(C)(=O)=O)[CH2:27]1)([C:20]1[CH:25]=[CH:24][CH:23]=[CH:22][CH:21]=1)[C:14]1[CH:19]=[CH:18][CH:17]=[CH:16][CH:15]=1.[CH3:35][CH2:36][N:37](C(C)C)C(C)C>CC#N>[CH:13]([N:26]1[CH2:29][CH:28]([CH:6]2[CH2:5][NH:4][CH2:3][CH2:2][N:1]2[C:7]2[CH:35]=[CH:36][N:37]=[CH:11][N:12]=2)[CH2:27]1)([C:20]1[CH:25]=[CH:24][CH:23]=[CH:22][CH:21]=1)[C:14]1[CH:19]=[CH:18][CH:17]=[CH:16][CH:15]=1. Procedure details: To a solution of 2-piperazin-1-yl-pyrimidine (2.48 g, 15.10 mmol, Alfa) and methanesulfonic acid 1-benzhydryl-azetidin-3-yl ester (4 g, 12.6 mmol, Oakwood) in CH3CN (40 mL) was added DIPEA (2.63 mL, 15.10 mmol) at room temperature. The resulting mixture was then refluxed for 2 h. The solvent was removed by evaporation and the residue was partitioned between CH2Cl2 and aqueous NaHCO3. The organic layer was washed with aqueous NaHCO3 (2×) and then extracted with 1N HCl (2×). The aqueous layer was ... Starting materials: [OH-].[Na+] (NaOH), BrC1=CC=C(C=C1)SCCC(=O)O (3-(4-bromophenylthio)propanoic acid), CN1CCOCC1 (4-methylmorpholine), ClC(=O)OCC(C)C (isobutyl chloroformate), C(C)(C)(C)ON (O-tert-butylhydroxylamine), Cl (hydrochloride), [NH4+].[Cl-] (NH4Cl). Run in C1CCOC1 (THF), O (water), C(C)OCC (ethyl ether). Reaction conditions: time 1 hour. The product is C(C)(C)(C)ONC(C(C)SC1=CC=C(C=C1)Br)=O (O-tert-butyl-2-(4-bromophenylthio)propanohydroxamic acid). The yield is 60.0%. As a reaction SMILES: [Br:1][C:2]1[CH:7]=[CH:6][C:5]([S:8][CH2:9][CH2:10]C(O)=O)=[CH:4][CH:3]=1.CN1CC[O:18][CH2:17]C1.ClC(OCC(C)C)=O.[C:29]([O:33][NH2:34])([CH3:32])([CH3:31])[CH3:30].Cl.[OH-].[Na+].[NH4+].[Cl-]>C1COCC1.O.C(OCC)C>[C:29]([O:33][NH:34][C:17](=[O:18])[CH:9]([S:8][C:5]1[CH:4]=[CH:3][C:2]([Br:1])=[CH:7][CH:6]=1)[CH3:10])([CH3:32])([CH3:31])[CH3:30] |f:5.6,7.8|. Reported procedure: To a solution in THF (100 mL) of 3-(4-bromophenylthio)propanoic acid (6.88 g, 26.5 mmol) was added 4-methylmorpholine (2.94 g, 29.2 mmol) and isobutyl chloroformate (3.6 g, 29.2 mmol) and the reaction mixture was stirred for 1 hour. To the reaction mixture was added aqueous O-tert-butylhydroxylamine (39.8 mmol; prepared by dissolving the hydrochloride in water and adding 3M NaOH to give the free base) and the reaction mixture was stirred overnignt at ambient temperature. The reaction mixture was...